From a dataset of the Open Reaction Database (ORD), a public repository of structured organic reaction records. describe an organic reaction: reactants, conditions, products, and yield Starting materials: C(C1=CC=CC=C1)N(C=1C(=C(C(=CC1)F)C(O)C1=CNC2=NC=C(C=C21)C=2C=NC=CC2)F)CC2=CC=CC=C2 ((3-dibenzylamino-2,6-difluoro-phenyl)-(5-pyridin-3-yl-1H-pyrrolo[2,3-b]pyridin-3-yl)-methanol), CC(=O)OI1(C2=CC=CC=C2C(=O)O1)(OC(=O)C)OC(=O)C (Dess-Martin periodane), C([O-])(O)=O.[Na+] (sodium bicarbonate), S(=S)(=O)([O-])[O-].[Na+].[Na+] (sodium thiosulfate). Solvent: C(Cl)Cl (methylene chloride). Conditions: time 15 minute. Product: C(C1=CC=CC=C1)N(C=1C(=C(C(=CC1)F)C(=O)C1=CNC2=NC=C(C=C21)C=2C=NC=CC2)F)CC2=CC=CC=C2 ((3-dibenzylamino-2,6-difluoro-phenyl)-(5-pyridin-3-yl-1H-pyrrolo[2,3-b]pyridin-3-yl)-methanone). Reaction SMILES: [CH2:1]([N:8]([CH2:34][C:35]1[CH:40]=[CH:39][CH:38]=[CH:37][CH:36]=1)[C:9]1[C:10]([F:33])=[C:11]([CH:16]([C:18]2[C:26]3[C:21](=[N:22][CH:23]=[C:24]([C:27]4[CH:28]=[N:29][CH:30]=[CH:31][CH:32]=4)[CH:25]=3)[NH:20][CH:19]=2)[OH:17])[C:12]([F:15])=[CH:13][CH:14]=1)[C:2]1[CH:7]=[CH:6][CH:5]=[CH:4][CH:3]=1.CC(OI1(OC(C)=O)(OC(C)=O)OC(=O)C2C1=CC=CC=2)=O.C(=O)(O)[O-].[Na+].S([O-])([O-])(=O)=S.[Na+].[Na+]>C(Cl)Cl>[CH2:34]([N:8]([CH2:1][C:2]1[CH:7]=[CH:6][CH:5]=[CH:4][CH:3]=1)[C:9]1[C:10]([F:33])=[C:11]([C:16]([C:18]2[C:26]3[C:21](=[N:22][CH:23]=[C:24]([C:27]4[CH:28]=[N:29][CH:30]=[CH:31][CH:32]=4)[CH:25]=3)[NH:20][CH:19]=2)=[O:17])[C:12]([F:15])=[CH:13][CH:14]=1)[C:35]1[CH:36]=[CH:37][CH:38]=[CH:39][CH:40]=1 |f:2.3,4.5.6|. Procedure: To (3-dibenzylamino-2,6-difluoro-phenyl)-(5-pyridin-3-yl-1H-pyrrolo[2,3-b]pyridin-3-yl)-methanol (54, 0.90 g, 1.7 mmol) in methylene chloride (20 mL) under an atmosphere of nitrogen was added Dess-Martin periodane (0.97 g, 2.3 mmol). The reaction was stirred at room temperature for 15 minutes. The reaction was poured into a solution of sodium bicarbonate and sodium thiosulfate and extracted with ethyl acetate. The organic layer was washed with brine, dried over anhydrous sodium sulfate and filte... Reactants: NC1=NC(=NC(=N1)C1CC1)C(Cl)(Cl)Cl (2-amino-4-cyclopropyl-6-trichloromethyl-1,3,5-triazine), C[O-].[Na+] (sodium methylate), O (water). Solvent: CO (methanol). Conditions: temperature 60 celsius, time 80 minute. Yields the product NC1=NC(=NC(=N1)C1CC1)OC (2-amino-4-cyclopropyl-6-methoxy-1,3,5-triazine). RXN SMILES: [NH2:1][C:2]1[N:7]=[C:6]([CH:8]2[CH2:10][CH2:9]2)[N:5]=[C:4](C(Cl)(Cl)Cl)[N:3]=1.[CH3:15][O-:16].[Na+].O>CO>[NH2:1][C:2]1[N:7]=[C:6]([CH:8]2[CH2:10][CH2:9]2)[N:5]=[C:4]([O:16][CH3:15])[N:3]=1 |f:1.2|. Procedure: 25.3 g of 2-amino-4-cyclopropyl-6-trichloromethyl-1,3,5-triazine are added to a solution of 10.8 g of sodium methylate in 50 ml of methanol, and the mixture is stirred at 60° C. for 80 minutes. There are added 300 ml of water, and the formed suspension is filtered. The filter residue is suspended twice in 100 ml of acetyl acetate each time, and again filtered. The organic phases are collected, dried over magnesium sulfate and concentrated by evaporation to thus obtain an oil, which crystallises ...